Task: describe an organic reaction: reactants, conditions, products, and yield. Dataset: the Open Reaction Database (ORD), a public repository of structured organic reaction records Starting materials: OBO, COC(=O)CCc1ccc(OCCc2nc(-c3ccc(Br)cc3)sc2C)cc1C, Cc1ccccc1, CCO, [Na+], [Na+], O=C([O-])[O-], OB(O)c1cccnc1. Product: COC(=O)CCc1ccc(OCCc2nc(-c3ccc(-c4cccnc4)cc3)sc2C)cc1C. RXN SMILES: [BH:45]([OH:46])[OH:47].[CH3:1][O:2][C:3]([CH2:4][CH2:5][c:6]1[c:7]([CH3:28])[cH:8][c:9]([O:12][CH2:13][CH2:14][c:15]2[n:16][c:17](-[c:21]3[cH:22][cH:23][c:24]([Br:27])[cH:25][cH:26]3)[s:18][c:19]2[CH3:20])[cH:10][cH:11]1)=[O:29].[CH3:48][c:49]1[cH:50][cH:51][cH:52][cH:53][cH:54]1.[CH3:55][CH2:56][OH:57].[Na+:39].[Na+:40].[O-:41][C:42](=[O:43])[O-:44].[n:30]1[cH:31][c:32]([B:36]([OH:37])[OH:38])[cH:33][cH:34][cH:35]1>>[CH3:1][O:2][C:3]([CH2:4][CH2:5][c:6]1[c:7]([CH3:28])[cH:8][c:9]([O:12][CH2:13][CH2:14][c:15]2[n:16][c:17](-[c:21]3[cH:22][cH:23][c:24](-[c:32]4[cH:31][n:30][cH:35][cH:34][cH:33]4)[cH:25][cH:26]3)[s:18][c:19]2[CH3:20])[cH:10][cH:11]1)=[O:29]. The reactants are C1(CC1)C=1N=CN(C1)C1=CC(=NC=C1F)C(=O)[O-] (4-(4-cyclopropyl-1H-imidazol-1-yl)-5-fluoropicolinate). Run in Cl (HCl). Run at temperature 100 celsius. The product is C1(CC1)C=1N=CN(C1)C1=CC(=NC=C1F)C(=O)O (4-(4-cyclopropyl-1H-imidazol-1-yl)-5-fluoropicolinic acid). Reaction SMILES: [CH:1]1([C:4]2[N:5]=[CH:6][N:7]([C:9]3[C:14]([F:15])=[CH:13][N:12]=[C:11]([C:16]([O-:18])=[O:17])[CH:10]=3)[CH:8]=2)[CH2:3][CH2:2]1>Cl>[CH:1]1([C:4]2[N:5]=[CH:6][N:7]([C:9]3[C:14]([F:15])=[CH:13][N:12]=[C:11]([C:16]([OH:18])=[O:17])[CH:10]=3)[CH:8]=2)[CH2:2][CH2:3]1. Reported procedure: 4-(4-cyclopropyl-1H-imidazol-1-yl)-5-fluoropicolinate (640 mg, 2.11 mmol) was dissolved in 1N HCl (5 mL) and the reaction was heated to 100° C. overnight. The solvent was removed, CH3CN was added and the solvent removed to afford 4-(4-cyclopropyl-1H-imidazol-1-yl)-5-fluoropicolinic acid which was used in subsequent reactions. Starting materials: CC1=NOC(=C1C1=C(C=C2C(=C(C=NC2=C1)[N+](=O)[O-])NCC1=NC=CC=C1)OC)C (7-(3,5-dimethyl-4-isoxazolyl)-6-(methoxy)-3-nitro-N-(2-pyridinylmethyl)-4-quinolinamine), O.O.Cl[Sn]Cl (SnCl2.2H2O). The solvent is C(C)O (ethanol), Cl (HCl). Conditions: temperature 40 celsius. The product is CC1=NOC(=C1C1=C(C=C2C(=C(C=NC2=C1)N)NCC1=NC=CC=C1)OC)C (7-(3,5-dimethyl-4-isoxazolyl)-6-(methoxy)-N4-(2-pyridinylmethyl)-3,4-quinolinediamine). Isolated yield 5.4%. RXN SMILES: [CH3:1][C:2]1[C:6]([C:7]2[CH:16]=[C:15]3[C:10]([C:11]([NH:20][CH2:21][C:22]4[CH:27]=[CH:26][CH:25]=[CH:24][N:23]=4)=[C:12]([N+:17]([O-])=O)[CH:13]=[N:14]3)=[CH:9][C:8]=2[O:28][CH3:29])=[C:5]([CH3:30])[O:4][N:3]=1.O.O.Cl[Sn]Cl>C(O)C.Cl>[CH3:1][C:2]1[C:6]([C:7]2[CH:16]=[C:15]3[C:10]([C:11]([NH:20][CH2:21][C:22]4[CH:27]=[CH:26][CH:25]=[CH:24][N:23]=4)=[C:12]([NH2:17])[CH:13]=[N:14]3)=[CH:9][C:8]=2[O:28][CH3:29])=[C:5]([CH3:30])[O:4][N:3]=1 |f:1.2.3|. Reported procedure: To a solution of this nitro intermediate (2.5 g, 24.82 mmol) in a mixture of ethanol (20 ml) and HCl (3.8 ml), was added portionwise SnCl2.2H2O (5.6 g, 24.82 mmol). The reaction mixture was heated to 40° C. for 1 h, then hydrolysed with sodium hydroxide N and extracted with DCM. The organic phase was washed with water, dried and concentrated to give the title compound as a brown powder (0.5 g, 17.8%). (APCI-MS) m/z: 376 MH+, Rt 2.46 min. 1H NMR (300 MHz, DMSO-d6, ppm) δ: 8.56 (d, 1H), 8.29 (s, 1... Yields the product ClC=1N=C(C2=C(N1)SC=N2)NC2=CC(=CC(=C2)N2[C@H](CCC2)C)OC ((S)-5-chloro-N-(3-methoxy-5-(2-methylpyrrolidin-1-yl)phenyl)thiazolo[5,4-d]pyrimidin-7-amine). Run at temperature 30 celsius, time 16 hour. Starting materials: ClC=1N=C(C2=C(N1)SC=N2)Cl (5,7-dichlorothiazolo[5,4-d]pyrimidine), COC=1C=C(C=C(C1)N1[C@H](CCC1)C)N ((S)-3-methoxy-5-(2-methylpyrrolidin-1-yl)benzenamine), CCN(C(C)C)C(C)C (DIPEA). Yield: 76.8%. Solvent: CS(=O)C (DMSO), O (water). As a reaction SMILES: [Cl:1][C:2]1[N:3]=[C:4](Cl)[C:5]2[N:10]=[CH:9][S:8][C:6]=2[N:7]=1.[CH3:12][O:13][C:14]1[CH:15]=[C:16]([NH2:26])[CH:17]=[C:18]([N:20]2[CH2:24][CH2:23][CH2:22][C@@H:21]2[CH3:25])[CH:19]=1.CCN(C(C)C)C(C)C>CS(C)=O.O>[Cl:1][C:2]1[N:3]=[C:4]([NH:26][C:16]2[CH:17]=[C:18]([N:20]3[CH2:24][CH2:23][CH2:22][C@@H:21]3[CH3:25])[CH:19]=[C:14]([O:13][CH3:12])[CH:15]=2)[C:5]2[N:10]=[CH:9][S:8][C:6]=2[N:7]=1. Procedure details: The mixture of 5,7-dichlorothiazolo[5,4-d]pyrimidine (200 mg, 0.97 mmol), (S)-3-methoxy-5-(2-methylpyrrolidin-1-yl)benzenamine (220 mg, 1.07 mmol) and DIPEA (150 mg, 1.17 mmol) in DMSO (50 mL) was heated to 30° C. with stirring for 16 h. The mixture was diluted with water, extracted with ethyl acetate (50 mL), combined organics washed with water (10 mL×4) then brine (10 mL×2), dried over Na2SO4 and concentrated to give the residue which was purified by column chromatography (petroleum ether:ethy... The reactants are CN(Cc1cc(C(F)(F)F)cc(C(F)(F)F)c1)C1CC(C(=O)O)N(Cc2cccc(Cl)c2)C1, Cc1cccc(N2CCNCC2)c1. Yields the product Cc1cccc(N2CCN(C(=O)C3CC(N(C)Cc4cc(C(F)(F)F)cc(C(F)(F)F)c4)CN3Cc3cccc(Cl)c3)CC2)c1. Reaction SMILES: [F:1][C:2]([c:3]1[cH:4][c:5]([CH2:6][N:7]([CH:8]2[CH2:9][CH:10]([C:21](=[O:22])[OH:23])[N:11]([CH2:13][c:14]3[cH:15][c:16]([Cl:20])[cH:17][cH:18][cH:19]3)[CH2:12]2)[CH3:24])[cH:25][c:26]([C:28]([F:29])([F:30])[F:31])[cH:27]1)([F:32])[F:33].[c:34]1([CH3:46])[cH:35][c:36]([N:40]2[CH2:41][CH2:42][NH:43][CH2:44][CH2:45]2)[cH:37][cH:38][cH:39]1>>[F:1][C:2]([c:3]1[cH:4][c:5]([CH2:6][N:7]([CH:8]2[CH2:9][CH:10]([C:21](=[O:23])[N:43]3[CH2:42][CH2:41][N:40]([c:36]4[cH:35][c:34]([CH3:46])[cH:39][cH:38][cH:37]4)[CH2:45][CH2:44]3)[N:11]([CH2:13][c:14]3[cH:15][c:16]([Cl:20])[cH:17][cH:18][cH:19]3)[CH2:12]2)[CH3:24])[cH:25][c:26]([C:28]([F:29])([F:30])[F:31])[cH:27]1)([F:32])[F:33].